From a dataset of the Open Reaction Database (ORD), a public repository of structured organic reaction records. describe an organic reaction: reactants, conditions, products, and yield As a reaction SMILES: [CH2:1]([CH3:2])[n:3]1[c:4]([CH3:21])[c:5]([C:12]([C:13](=[C:14]([C:15](=[O:16])[OH:17])[Cl:18])[Cl:19])=[O:20])[c:6]2[cH:7][cH:8][cH:9][cH:10][c:11]12.[CH3:22][c:23]1[nH:24][c:25]2[cH:26][cH:27][cH:28][cH:29][c:30]2[cH:31]1.[CH3:32][C:33]([O:34][C:35](=[O:36])[CH3:37])=[O:38]>>[CH2:1]([CH3:2])[n:3]1[c:4]([CH3:21])[c:5]([C:12]2([c:31]3[c:23]([CH3:22])[nH:24][c:25]4[cH:26][cH:27][cH:28][cH:29][c:30]43)[C:13]([Cl:19])=[C:14]([Cl:18])[C:15](=[O:16])[O:17]2)[c:6]2[cH:7][cH:8][cH:9][cH:10][c:11]12. The reactants are CCn1c(C)c(C(=O)C(Cl)=C(Cl)C(=O)O)c2ccccc21, Cc1cc2ccccc2[nH]1, CC(=O)OC(C)=O. Product: CCn1c(C)c(C2(c3c(C)[nH]c4ccccc34)OC(=O)C(Cl)=C2Cl)c2ccccc21.